This data is from the Open Reaction Database (ORD), a public repository of structured organic reaction records. The task is: describe an organic reaction: reactants, conditions, products, and yield Starting materials: CC(C)(C)C(=O)Cl, CN(C)c1ccncc1, [Cl-], ClCCl, [NH4+], O=[N+]([O-])c1cccc(O)c1, c1ccncc1. Product: CC(C)(C)C(=O)Oc1cccc([N+](=O)[O-])c1. As a reaction SMILES: [CH3:14][C:15]([C:16](=[O:17])[Cl:18])([CH3:19])[CH3:20].[CH3:23][N:24]([c:25]1[cH:26][cH:27][n:28][cH:29][cH:30]1)[CH3:31].[Cl-:21].[Cl:1][CH2:2][Cl:3].[NH4+:22].[OH:4][c:5]1[cH:6][cH:7][cH:8][c:9]([N+:11]([O-:12])=[O:13])[cH:10]1.[cH:32]1[cH:33][cH:34][n:35][cH:36][cH:37]1>>[O:4]([c:5]1[cH:6][cH:7][cH:8][c:9]([N+:11]([O-:12])=[O:13])[cH:10]1)[C:16]([C:15]([CH3:14])([CH3:19])[CH3:20])=[O:17]. Reactants: [BH4-], CC(=O)c1ccc(C(C)=O)cc1, CCOC(C)=O, CO, [Na+]. Product: CC(=O)c1ccc(C(C)O)cc1. As a reaction SMILES: [BH4-:13].[C:1]([CH3:2])(=[O:3])[c:4]1[cH:5][cH:6][c:7]([C:10]([CH3:11])=[O:12])[cH:8][cH:9]1.[CH3:15][CH2:16][O:17][C:18](=[O:19])[CH3:20].[CH3:21][OH:22].[Na+:14]>>[C:1]([CH3:2])(=[O:3])[c:4]1[cH:5][cH:6][c:7]([CH:10]([CH3:11])[OH:12])[cH:8][cH:9]1. Reactants: C(C)O (ethanol), C(C1=CC=CC=C1)C1=C(C[C@H](N)C(=O)O)C=CC(=C1)O (o-benzyl-L-tyrosine), C1(CCCCC1)NC1CCCCC1 (dicyclohexylamine), C(C1=CC=CC=C1)(=O)CC(=O)C (1-benzoylacetone). Solvent: CO (MeOH). Reaction conditions: temperature 0 celsius, time 30 minute. Yields the product C1(CCCCC1)NC1CCCCC1.C(C1=CC=CC=C1)OC1=CC=C(C=C1)C[C@@H](C(=O)O)NC(=CC(C1=CC=CC=C1)=O)C (3-(4-Benzyloxy-phenyl)-2(S)-(1-methyl-3-oxo-3-phenyl-propenylamino)-propionic acid dicyclohexylamine salt). RXN SMILES: C([C:8]1[CH:19]=[C:18](O)[CH:17]=[CH:16][C:9]=1[CH2:10][C@@H:11]([C:13]([OH:15])=[O:14])[NH2:12])C1C=CC=CC=1.[CH:21]1([NH:27][CH:28]2[CH2:33][CH2:32][CH2:31][CH2:30][CH2:29]2)[CH2:26][CH2:25][CH2:24][CH2:23][CH2:22]1.[C:34]([CH2:42][C:43]([CH3:45])=O)(=[O:41])[C:35]1[CH:40]=[CH:39][CH:38]=[CH:37][CH:36]=1.[CH2:46]([OH:48])[CH3:47]>CO>[CH:28]1([NH:27][CH:21]2[CH2:22][CH2:23][CH2:24][CH2:25][CH2:26]2)[CH2:29][CH2:30][CH2:31][CH2:32][CH2:33]1.[CH2:46]([O:48][C:18]1[CH:19]=[CH:8][C:9]([CH2:10][C@H:11]([NH:12][C:43]([CH3:45])=[CH:42][C:34](=[O:41])[C:35]2[CH:40]=[CH:39][CH:38]=[CH:37][CH:36]=2)[C:13]([OH:15])=[O:14])=[CH:16][CH:17]=1)[C:47]1[CH:25]=[CH:26][CH:21]=[CH:22][CH:23]=1 |f:5.6|. Reported procedure: A stirred mixture of 5.42 g (20 mmol) o-benzyl-L-tyrosine, 4.4 mL (22 mmol) dicyclohexylamine and 3.24 g (20 mmol) 1-benzoylacetone in 100 mL MeOH was refluxed for 24 h. 500 mL abs. ethanol was then added slowly to the solution and the MeOH was distilled out from the reaction flask with the same rate. The solution was then cooled to 0° C., stirred for 30 min, then filtered. The white solid was washed with 15 mL cold (−20° C.) abs. ethanol three times then dried to yield 7.60 g of the title compo... Starting materials: CC(C)(C)C=1C=C(C=C(C1O)C(C)(C)C)C(=O)O (3,5-bis-(1,1-dimetyletyl)-4-hydroxybenzenecarboxylic acid), N(CCO)CCO (diethanolamine), C1(CCCCC1)N=C=NC1CCCCC1 (dicyclohexylcarbodiimide). Run in CN(C=O)C (dimethylformamide), CN(C=O)C (dimethylformamide). Run at time 8 hour. Yields the product OCCN(C(=O)C1=CC(=C(C(=C1)C(C)(C)C)O)C(C)(C)C)CCO (N,N-bis-(2-hydroxyethyl)-3,5-bis-(1,1-dimethyl ethyl)-4-hydroxybenzenecarboxamide). Reaction SMILES: [CH3:1][C:2]([C:5]1[CH:6]=[C:7]([C:16](O)=[O:17])[CH:8]=[C:9]([C:12]([CH3:15])([CH3:14])[CH3:13])[C:10]=1[OH:11])([CH3:4])[CH3:3].[NH:19]([CH2:23][CH2:24][OH:25])[CH2:20][CH2:21][OH:22].C1(N=C=NC2CCCCC2)CCCCC1>CN(C)C=O>[OH:22][CH2:21][CH2:20][N:19]([CH2:23][CH2:24][OH:25])[C:16]([C:7]1[CH:8]=[C:9]([C:12]([CH3:15])([CH3:14])[CH3:13])[C:10]([OH:11])=[C:5]([C:2]([CH3:1])([CH3:3])[CH3:4])[CH:6]=1)=[O:17]. Procedure: 3,5-bis-(1,1-dimetyletyl)-4-hydroxybenzenecarboxylic acid (2.5. g, 0.010 mol) and diethanolamine (1.05 g, 0.010 mol) were dissolved in 30 ml of dry dimethylformamide and dicyclohexylcarbodiimide (2.13 g, 0.0105 mol) in 10 ml of dry dimethylformamide was added over 5 minutes. After stirring overnight, the resulting colorless suspension was filtered, and the filtrate was evaporated, 3×25 ml of benzene was added and reevaporated to yield a white solid which was recrystallised from toluene. Starting materials: COc1ccc(Sc2ccc(C(=O)Cl)cc2Nc2ncnc3ncccc23)cc1, CO, COc1ccc(Sc2ccc(C(=O)Cl)cc2Nc2ncnc3nc(C(C)C)ccc23)cc1, Nc1cccc(C(F)(F)F)c1, Cc1ccc(N)cc1O. The product is COc1ccc(Sc2ccc(C(=O)Nc3cccc(C(F)(F)F)c3)cc2Nc2ncnc3ncccc23)cc1. Reaction SMILES: [CH3:1][O:2][c:3]1[cH:4][cH:5][c:6]([S:9][c:10]2[c:11]([NH:19][c:20]3[c:21]4[c:22]([n:23][cH:24][n:25]3)[n:26][cH:27][cH:28][cH:29]4)[cH:12][c:13]([C:14](=[O:15])[Cl:16])[cH:17][cH:18]2)[cH:7][cH:8]1.[CH3:82][OH:83].[CH:50]([c:51]1[cH:52][cH:53][c:54]2[c:55]([NH:56][c:57]3[cH:58][c:59]([C:72]([Cl:73])=[O:74])[cH:60][cH:61][c:62]3[S:63][c:64]3[cH:65][cH:66][c:67]([O:68][CH3:69])[cH:70][cH:71]3)[n:75][cH:76][n:77][c:78]2[n:79]1)([CH3:80])[CH3:81].[F:30][C:31]([c:32]1[cH:33][c:34]([NH2:35])[cH:36][cH:37][cH:38]1)([F:39])[F:40].[NH2:41][c:42]1[cH:43][c:44]([OH:45])[c:46]([CH3:47])[cH:48][cH:49]1>>[CH3:1][O:2][c:3]1[cH:4][cH:5][c:6]([S:9][c:10]2[c:11]([NH:19][c:20]3[c:21]4[c:22]([n:23][cH:24][n:25]3)[n:26][cH:27][cH:28][cH:29]4)[cH:12][c:13]([C:14](=[O:15])[NH:35][c:34]3[cH:33][c:32]([C:31]([F:30])([F:39])[F:40])[cH:38][cH:37][cH:36]3)[cH:17][cH:18]2)[cH:7][cH:8]1. Starting materials: B (borane), CC1(OC([C@@H](O1)CC(=O)O)=O)C ((S)-(+)-2,2-dimethyl-5-oxo-1,3-dioxolane-4-acetic acid). The solvent is C1CCOC1 (THF), C1CCOC1 (THF). Reaction conditions: temperature 0 celsius, time 3 hour. Product: CC1(OC([C@@H](O1)CCO)=O)C ((S)-(+)-2,2-dimethyl-5-oxo-1,3-dioxolane-4-ethanol). The yield is 101.8%. As a reaction SMILES: [CH3:1][C:2]1([CH3:12])[O:6][C@@H:5]([CH2:7][C:8](O)=[O:9])[C:4](=[O:11])[O:3]1.B>C1COCC1>[CH3:1][C:2]1([CH3:12])[O:6][C@@H:5]([CH2:7][CH2:8][OH:9])[C:4](=[O:11])[O:3]1. Procedure details: A 500 mL round bottom flask equipped with a nitrogen adapter and a temperature probe was charged with 10.0 g (57 mmol, 1 eq) of (S)-(+)-2,2-dimethyl-5-oxo-1,3-dioxolane-4-acetic acid and 35 mL of anhydrous THF. The solution was cooled to 0° C. using an ice bath and 75 mL (75 mmol, 1.3 eq) of 1.0 M borane in THF was slowly charged. Upon complete addition, the flask was slowly warmed to ambient temperature and consumption of starting material was monitored by TLC. After stirring for 3 hours, start...